This data is from the Open Reaction Database (ORD), a public repository of structured organic reaction records. The task is: describe an organic reaction: reactants, conditions, products, and yield The reactants are 2h, ClC(C(=O)NC1=NC(=CC=C1)C)C1=CC=CC=C1 (2-Chloro-N-(6-methylpyridin-2-yl)-2-phenylacetamide), ice water, C[Si](C)(C)[N-][Si](C)(C)C.[K+] (potassium bis(trimethylsilyl)amide), solution. The reagents and catalysts are [I-].C(CCC)[N+](CCCC)(CCCC)CCCC (tetra-n-butyl ammonium iodide). Solvent: C1CCOC1 (THF), C1CCOC1 (THF). Yields the product CC1=CC=CC=2N1C(=C(N2)O)C2=CC=CC=C2 (5-methyl-3-phenylimidazo[1,2-a]pyridin-2-ol). As a reaction SMILES: Cl[CH:2]([C:13]1[CH:18]=[CH:17][CH:16]=[CH:15][CH:14]=1)[C:3]([NH:5][C:6]1[CH:11]=[CH:10][CH:9]=[C:8]([CH3:12])[N:7]=1)=[O:4].C[Si]([N-][Si](C)(C)C)(C)C.[K+]>C1COCC1.[I-].C([N+](CCCC)(CCCC)CCCC)CCC>[CH3:12][C:8]1[N:7]2[C:2]([C:13]3[CH:18]=[CH:17][CH:16]=[CH:15][CH:14]=3)=[C:3]([OH:4])[N:5]=[C:6]2[CH:11]=[CH:10][CH:9]=1 |f:1.2,4.5|. Procedure details: 2-Chloro-N-(6-methylpyridin-2-yl)-2-phenylacetamide (11.5 g, ˜80%, see step 1) was dissolved in 167 mL anhydrous THF. After addition of tetra-n-butyl ammonium iodide (700 mg, 1.90 mmol) the reaction mixture was cooled with ice-water. 2.5 Equivalents potassium bis(trimethylsilyl)amide as a 0.5M solution in THF (95 mL, 47.4 mmol) were added dropwise. The reaction mixture was stirred for 10 min at room temperature and for additional 2h at reflux. The reaction mixture was cooled to room temperature ... Starting materials: C(C1=CC=CC=C1)OC1=C(C=C(C#N)C=C1)OCCCCOCC1=CC=CC=C1 (4-Benzyloxy-3-(4-benzyloxybutoxy)benzonitrile). Solvent: FC(C(=O)O)(F)F (trifluoroacetic acid), CSC (dimethyl sulfide), O (water). Run at time 18 hour. Product: OC1=C(C=C(C#N)C=C1)OCCCCO (4-Hydroxy-3-(4-hydroxybutoxy)benzonitrile). The yield is 46.7%. RXN SMILES: C([O:8][C:9]1[CH:16]=[CH:15][C:12]([C:13]#[N:14])=[CH:11][C:10]=1[O:17][CH2:18][CH2:19][CH2:20][CH2:21][O:22]CC1C=CC=CC=1)C1C=CC=CC=1>FC(F)(F)C(O)=O.CSC.O>[OH:8][C:9]1[CH:16]=[CH:15][C:12]([C:13]#[N:14])=[CH:11][C:10]=1[O:17][CH2:18][CH2:19][CH2:20][CH2:21][OH:22]. Procedure: 4-Benzyloxy-3-(4-benzyloxybutoxy)benzonitrile (4.0 g) was dissolved in a mixed solvent of trifluoroacetic acid (9 mL), dimethyl sulfide (0.5 mL) and water (5 mL), and the resulting mixture was stirred at room temperature for 18 hours. The reaction mixture was concentrated under reduced pressure and the residue was purified by column chromatography on silica gel (eluent: ethyl acetate/hexane=1/5) to give the title compound (1.0 g). Reactants: COC1=CC=C(C=C1)SC1=CC=C(C(=O)O)C=C1 (4-(4-Methoxyphenylsulfanyl)benzoic acid), [H-].COCCO[Al+]OCCOC.[Na+].[H-] (sodium bis-(methoxyethoxy)-aluminum hydride). Yields the product COC1=CC=C(C=C1)SC1=CC=C(CO)C=C1 (4-(4-methoxyphenylsulfanyl)benzyl alcohol). Yield: 51.5%. RXN SMILES: [CH3:1][O:2][C:3]1[CH:8]=[CH:7][C:6]([S:9][C:10]2[CH:18]=[CH:17][C:13]([C:14](O)=[O:15])=[CH:12][CH:11]=2)=[CH:5][CH:4]=1.[H-].COCCO[Al+]OCCOC.[Na+].[H-]>>[CH3:1][O:2][C:3]1[CH:4]=[CH:5][C:6]([S:9][C:10]2[CH:18]=[CH:17][C:13]([CH2:14][OH:15])=[CH:12][CH:11]=2)=[CH:7][CH:8]=1 |f:1.2.3.4|. Reported procedure: 4-(4-Methoxyphenylsulfanyl)benzoic acid was reduced with sodium bis-(methoxyethoxy)-aluminum hydride to provide in 51.5% yield 4-(4-methoxyphenylsulfanyl)benzyl alcohol. Its reaction with thionyl chloride provided in 93.3% yield the corresponding benzyl chloride which treated with sodium cyanide provided in 71.1% 4-(4-methoxyphenylsulfanyl)phenylacetonitrile. Alkaline hydrolysis provided after work-up 47.5% yield of 4-(4-methoxyphenyl-sulfanyl)phenylacetic acid, m.p. 85-87° C. Demethylation of t... As a reaction SMILES: Cl[CH2:2]I.[Cl:4][C:5]1[CH:10]=[CH:9][C:8]([CH:11]([O:22][CH:23]=[CH2:24])[C:12]2([C:15]([O:17][C:18]([CH3:21])([CH3:20])[CH3:19])=[O:16])[CH2:14][CH2:13]2)=[CH:7][C:6]=1[NH:25][C:26](=[O:41])[C@H:27]([C:34]1[CH:39]=[CH:38][C:37]([Cl:40])=[CH:36][CH:35]=1)[C@@H:28]([CH3:33])[C:29]([F:32])([F:31])[F:30]>[Zn].[Cu].C(OCC)C>[Cl:4][C:5]1[CH:10]=[CH:9][C:8]([CH:11]([O:22][CH:23]2[CH2:2][CH2:24]2)[C:12]2([C:15]([O:17][C:18]([CH3:19])([CH3:20])[CH3:21])=[O:16])[CH2:14][CH2:13]2)=[CH:7][C:6]=1[NH:25][C:26](=[O:41])[C@H:27]([C:34]1[CH:35]=[CH:36][C:37]([Cl:40])=[CH:38][CH:39]=1)[C@@H:28]([CH3:33])[C:29]([F:32])([F:31])[F:30] |f:2.3|. Yields the product ClC1=C(C=C(C=C1)C(C1(CC1)C(=O)OC(C)(C)C)OC1CC1)NC([C@@H]([C@H](C(F)(F)F)C)C1=CC=C(C=C1)Cl)=O (tert-Butyl 1-[(4-chloro-3-{[(2S,3R)-2-(4-chlorophenyl)-4,4,4-trifluoro-3-methylbutanoyl]amino}-phenyl)(cyclopropyloxy)methyl]cyclopropanecarboxylate). The reactants are ClC1=C(C=C(C=C1)C(C1(CC1)C(=O)OC(C)(C)C)OC=C)NC([C@@H]([C@H](C(F)(F)F)C)C1=CC=C(C=C1)Cl)=O (tert-butyl 1-[(4-chloro-3-{[(2S,3R)-2-(4-chlorophenyl)-4,4,4-trifluoro-3-methylbutanoyl]-amino}phenyl)(vinyloxy)methyl]cyclopropanecarboxylate), ClCI (chloroiodomethane). Run at time 8 hour. Procedure details: 68 mg (0.52 mmol) of zinc/copper pair were taken up in 5 ml of abs. diethyl ether, and 41 μl (0.56 mmol) of chloroiodomethane were added at room temperature. A solution of 200 mg (0.35 mmol) of tert-butyl 1-[(4-chloro-3-{[(2S,3R)-2-(4-chlorophenyl)-4,4,4-trifluoro-3-methylbutanoyl]-amino}phenyl)(vinyloxy)methyl]cyclopropanecarboxylate (as diastereomer mixture) in 10 ml of abs. diethyl ether was then added dropwise to the reaction mixture. The reaction solution was then heated to reflux and stirr... Reagents/catalysts: [Zn].[Cu] (zinc copper). Run in C(C)OCC (diethyl ether), C(C)OCC (diethyl ether). Starting materials: NC1=C(N=NN1C(CCCC1=CC=CC=C1)C)C(=O)N (5-amino-1-(1-methyl-4-phenyl-butyl)-1H-[1,2,3]triazole-4-carboxamide), COC1=CC=C(C=C1)CC(=O)OC (methyl 4-methoxyphenylacetate). The product is COC1=CC=C(CC=2NC(C3=C(N2)N(N=N3)C(CCCC3=CC=CC=C3)C)=O)C=C1 (5-(4-Methoxy-benzyl)-3-(1-methyl-4-phenyl-butyl)-3,6-dihydro-[1,2,3]triazolo[4,5-d]pyrimidin-7-one). Reaction SMILES: [NH2:1][C:2]1[N:6]([CH:7]([CH3:17])[CH2:8][CH2:9][CH2:10][C:11]2[CH:16]=[CH:15][CH:14]=[CH:13][CH:12]=2)[N:5]=[N:4][C:3]=1[C:18]([NH2:20])=[O:19].[CH3:21][O:22][C:23]1[CH:28]=[CH:27][C:26]([CH2:29][C:30](OC)=O)=[CH:25][CH:24]=1>>[CH3:21][O:22][C:23]1[CH:28]=[CH:27][C:26]([CH2:29][C:30]2[NH:20][C:18](=[O:19])[C:3]3[N:4]=[N:5][N:6]([CH:7]([CH3:17])[CH2:8][CH2:9][CH2:10][C:11]4[CH:12]=[CH:13][CH:14]=[CH:15][CH:16]=4)[C:2]=3[N:1]=2)=[CH:25][CH:24]=1. Procedure: Analogously to the procedure of Example 5, the title compound is prepared from 1.0 g (3.8 mmol) of 5-amino-1-(1-methyl-4-phenyl-butyl)-1H-[1,2,3]triazole-4-carboxamide and 2.05 g (11.4 mmol) of methyl 4-methoxyphenylacetate. Starting materials: OCC1CCCO1, CN(C)C=O, CC(C)C1(C)N=C(c2nc(Cl)ccc2C(=O)O)NC1=O, Cl, [H-], [Na+], O. The product is CC(C)C1(C)N=C(c2nc(OCC3CCCO3)ccc2C(=O)O)NC1=O. RXN SMILES: [CH2:1]([CH:2]1[CH2:3][CH2:4][CH2:5][O:6]1)[OH:7].[CH3:31][N:32]([CH3:33])[CH:34]=[O:35].[Cl:10][c:11]1[n:12][c:13]([C:20]2=[N:24][C:23]([CH3:25])([CH:26]([CH3:27])[CH3:28])[C:22](=[O:29])[NH:21]2)[c:14]([C:15](=[O:16])[OH:17])[cH:18][cH:19]1.[ClH:30].[H-:8].[Na+:9].[OH2:36]>>[CH2:1]([CH:2]1[CH2:3][CH2:4][CH2:5][O:6]1)[O:7][c:11]1[n:12][c:13]([C:20]2=[N:24][C:23]([CH3:25])([CH:26]([CH3:27])[CH3:28])[C:22](=[O:29])[NH:21]2)[c:14]([C:15](=[O:16])[OH:17])[cH:18][cH:19]1. Reactants: OCCC1CCCCC1 ((2-hydroxyethyl)cyclohexane), P(Br)(Br)Br (phosphorous tribromide), Br (hydrobromic acid), S(O)(O)(=O)=O (sulphuric acid), ice water. Run in C(C)OCC (diethyl ether), C(C)OCC (diethyl ether). Run at time 2.5 hour. Product: BrCCC1CCCCC1 ((2-Bromoethyl)cyclohexane). Yield: 115.6%. As a reaction SMILES: O[CH2:2][CH2:3][CH:4]1[CH2:9][CH2:8][CH2:7][CH2:6][CH2:5]1.P(Br)(Br)[Br:11].Br.S(=O)(=O)(O)O>C(OCC)C>[Br:11][CH2:2][CH2:3][CH:4]1[CH2:9][CH2:8][CH2:7][CH2:6][CH2:5]1. Procedure details: To a solution of 10 g of (2-hydroxyethyl)cyclohexane in 50 ml of dry diethyl ether was added dropwise a solution of 9.85 g of phosphorous tribromide in 20 ml of dry diethyl ether at -40° C., and the mixture was stirred at -40° to -10° C. for 30 minutes and at 2° to 4° C. for 2.5 hours. The reaction mixture was then poured into ice-water and extracted with diethyl ether. The extract was washed with water, an aqueous solution of sodium bicarbonate and water, dried over magnesium sulphate and conce...